This data is from the Open Reaction Database (ORD), a public repository of structured organic reaction records. The task is: describe an organic reaction: reactants, conditions, products, and yield Yields the product BrC1=C(C=C(C=C1)F)C(C(C(=O)OC(C)(C)C)=C)O (tert-butyl 2-((2-bromo-5-fluorophenyl)(hydroxy)methyl)acrylate). Starting materials: C1CN2CCN1CC2 (DABCO), BrC1=C(C=O)C=C(C=C1)F (2-bromo-5-fluorobenzaldehyde), C1CN2CCN1CC2 (DABCO), CN(C)C=O (DMF), (4s)-quinuclidin-3-ol, C(C=C)(=O)OC(C)(C)C (tert-butyl acrylate). As a reaction SMILES: C1N2CCN(CC2)C1.[Br:9][C:10]1[CH:17]=[CH:16][C:15]([F:18])=[CH:14][C:11]=1[CH:12]=[O:13].CN(C=O)C.[C:24]([O:28][C:29]([CH3:32])([CH3:31])[CH3:30])(=[O:27])[CH:25]=[CH2:26]>O>[Br:9][C:10]1[CH:17]=[CH:16][C:15]([F:18])=[CH:14][C:11]=1[CH:12]([OH:13])[C:25](=[CH2:26])[C:24]([O:28][C:29]([CH3:32])([CH3:31])[CH3:30])=[O:27]. Reaction conditions: time 12 hour. Procedure details: Alternate Preparation. This procedure uses DABCO as a more economical substitute for (4s)-quinuclidin-3-ol. A 1 L flask was charged with 2-bromo-5-fluorobenzaldehyde (13.4 g, 66.0 mmol), DABCO (14.81 g, 132 mmol), DMF (53.6 mL) and water (13.4 mL). To this reaction mixture was added tert-butyl acrylate (12.68 g, 99.0 mmol). The mixture was then stirred at rt for 12 h. At this time TLC indicated consumption of starting material. The reaction mixture was diluted with 25 mL of water and then extrac... The yield is 114.4%. Solvent: O (water). Reactants: ClO.C(C=C)N1[C@H]2[C@@]3(CCC([C@H]4[C@@]3(C=3C(=C(C=CC3C2)OC)O4)CC1)=O)OCCCC1=CC=CC=C1 (17-allyl-4,5α-epoxy-3-methoxy-14β-(3-phenylpropyloxy)morphinan-6-one hypochloride), C(=O)([O-])[O-].[K+].[K+] (K2CO3), C(C)I (ethyl iodide). The solvent is O (water). Run at temperature 80 celsius, time 5 hour. The product is O1C2=C(C=CC=3C[C@@H]4[C@@]5(CCC([C@H]1[C@@]5(C23)CCN4CC)=O)OCCCC4=CC=CC=C4)OC (4,5α-epoxy-17-ethyl-3-methoxy-14β-[(3-phenylpropyl)oxy]morphinan-6-one). RXN SMILES: ClO.[CH2:3]([N:6]1[CH2:25][CH2:24][C@:13]23[C:14]4[C:15]5[O:23][C@H:12]2[C:11](=[O:26])[CH2:10][CH2:9][C@@:8]3([O:27][CH2:28][CH2:29][CH2:30][C:31]2[CH:36]=[CH:35][CH:34]=[CH:33][CH:32]=2)[C@H:7]1[CH2:20][C:19]=4[CH:18]=[CH:17][C:16]=5[O:21][CH3:22])[CH:4]=C.C([O-])([O-])=O.[K+].[K+].C(I)C>O>[O:23]1[C@@H:12]2[C@@:13]34[CH2:24][CH2:25][N:6]([CH2:3][CH3:4])[C@@H:7]([C@:8]3([O:27][CH2:28][CH2:29][CH2:30][C:31]3[CH:32]=[CH:33][CH:34]=[CH:35][CH:36]=3)[CH2:9][CH2:10][C:11]2=[O:26])[CH2:20][C:19]2=[C:14]4[C:15]1=[C:16]([O:21][CH3:22])[CH:17]=[CH:18]2 |f:0.1,2.3.4|. Reported procedure: A mixture of 4,5α-epoxy-3-methoxy-14β-[(3-phenylpropyl)oxy]morphinan-6-one hydrochloride (see Example 1) (4.0 g, 8.77 mmol), K2CO3 (8.0 g, 57.89 mmol), ethyl iodide (0.99 ml, 12.40 mmol) and 50 ml of water-free N,N-dimethylformamide was stirred for 5 h under N2 at 80° C. (bath temperature). After filtration from the inorganic residue, the filtrate was evaporated down and the residue (4.7 g of brown oil) was purified using column chromatography (silica gel; CH2Cl2/MeOH/conc. NH4OH: 8 l: (250/2/0.... Starting materials: COC(CC1=CC2=CC=C(C=C2C(=C1)C1CCN(CC1)S(=O)(=O)C1=CC(=CC(=C1)C(F)(F)F)C(F)(F)F)F)=O ({4-[1-(3,5-bis-trifluoromethyl-benzenesulfonyl)-piperidin-4-yl]-6-fluoro-naphthalen-2-yl}-acetic acid methyl ester), O.[OH-].[Li+] (lithium hydroxide monohydrate). The solvent is C1CCOC1 (THF), O (water). Run at time 24 hour. Product: FC(C=1C=C(C=C(C1)C(F)(F)F)S(=O)(=O)N1CCC(CC1)C1=CC(=CC2=CC=C(C=C12)F)CC(=O)O)(F)F ({4-[1-(3,5-bis-trifluoromethyl-benzenesulfonyl)-piperidin-4-yl]-6-fluoro-naphthalen-2-yl}-acetic acid). The yield is 82.4%. Reaction SMILES: C[O:2][C:3](=[O:39])[CH2:4][C:5]1[CH:14]=[C:13]([CH:15]2[CH2:20][CH2:19][N:18]([S:21]([C:24]3[CH:29]=[C:28]([C:30]([F:33])([F:32])[F:31])[CH:27]=[C:26]([C:34]([F:37])([F:36])[F:35])[CH:25]=3)(=[O:23])=[O:22])[CH2:17][CH2:16]2)[C:12]2[C:7](=[CH:8][CH:9]=[C:10]([F:38])[CH:11]=2)[CH:6]=1.O.[OH-].[Li+]>C1COCC1.O>[F:36][C:34]([F:35])([F:37])[C:26]1[CH:25]=[C:24]([S:21]([N:18]2[CH2:19][CH2:20][CH:15]([C:13]3[C:12]4[C:7](=[CH:8][CH:9]=[C:10]([F:38])[CH:11]=4)[CH:6]=[C:5]([CH2:4][C:3]([OH:39])=[O:2])[CH:14]=3)[CH2:16][CH2:17]2)(=[O:23])=[O:22])[CH:29]=[C:28]([C:30]([F:31])([F:32])[F:33])[CH:27]=1 |f:1.2.3|. Procedure: To a stirred solution of {4-[1-(3,5-bis-trifluoromethyl-benzenesulfonyl)-piperidin-4-yl]-6-fluoro-naphthalen-2-yl}-acetic acid methyl ester (80 mg, 0.14 mmol) in THF (4 mL) was added a solution of lithium hydroxide monohydrate (30 mg, 0.7 mmol) in water (1 mL) and the reaction mixture was stirred for 24 hours at room temperature. The reaction mixture was concentrated under reduced pressure and washed with diethyl ether (3×5 mL). The washings were discarded. Water (5 mL) was added to the residue,... Starting materials: COC(=O)c1ccccc1N, CN(C)C=O, C(=NC1CCCCC1)=NC1CCCCC1, Cl, N=C(N)NCC1CCC(C(=O)O)CC1, c1ccncc1. Yields the product Cl, COC(=O)c1ccccc1NC(=O)C1CCC(CNC(=N)N)CC1. Reaction SMILES: [C:16]([c:17]1[c:18]([NH2:19])[cH:20][cH:21][cH:22][cH:23]1)(=[O:24])[O:25][CH3:26].[CH3:42][N:43]([CH3:44])[CH:45]=[O:46].[CH:27]1([N:28]=[C:29]=[N:30][CH:31]2[CH2:32][CH2:33][CH2:34][CH2:35][CH2:36]2)[CH2:37][CH2:38][CH2:39][CH2:40][CH2:41]1.[ClH:1].[NH:2]([C:3](=[NH:4])[NH2:5])[CH2:6][CH:7]1[CH2:8][CH2:9][CH:10]([C:13](=[O:14])[OH:15])[CH2:11][CH2:12]1.[cH:47]1[cH:48][cH:49][n:50][cH:51][cH:52]1>>[ClH:1].[NH:2]([C:3](=[NH:4])[NH2:5])[CH2:6][CH:7]1[CH2:8][CH2:9][CH:10]([C:13](=[O:15])[NH:19][c:18]2[c:17]([C:16](=[O:24])[O:25][CH3:26])[cH:23][cH:22][cH:21][cH:20]2)[CH2:11][CH2:12]1. Starting materials: solid, Cl.Cl.O1C=C(C=C2C1=CC=C2)C2N(CCCC2)CC[C@@H]2CC[C@H](CC2)N (trans-4-[2-(4-benzofuran-3-yl-piperidin-1-yl)-ethyl]-cyclohexylamine dihydrochloride), Cl.Cl.O1C=C(C=C2C1=CC=C2)C2N(CCCC2)CC[C@@H]2CC[C@H](CC2)N (trans-4-[2-(4-benzofuran-3-yl-piperidin-1-yl)-ethyl]-cyclohexylamine dihydrochloride), CC1=NC=C(C(=O)O)C=C1 (6-methyl-nicotinic acid). Product: O1C=C(C=C2C1=CC=C2)C2N(CCCC2)CC[C@@H]2CC[C@H](CC2)NC(C2=CN=C(C=C2)C)=O (trans-N-{4-[2-(4-Benzofuran-3-yl-piperidin-1-yl)-ethyl]-cyclohexyl}-6-methyl-nicotinamide). As a reaction SMILES: Cl.Cl.[O:3]1[C:8]2=[CH:9][CH:10]=[CH:11][C:7]2=[CH:6][C:5]([CH:12]2[CH2:17][CH2:16][CH2:15][CH2:14][N:13]2[CH2:18][CH2:19][C@H:20]2[CH2:25][CH2:24][C@H:23]([NH2:26])[CH2:22][CH2:21]2)=[CH:4]1.[CH3:27][C:28]1[CH:36]=[CH:35][C:31]([C:32](O)=[O:33])=[CH:30][N:29]=1>>[O:3]1[C:8]2=[CH:9][CH:10]=[CH:11][C:7]2=[CH:6][C:5]([CH:12]2[CH2:17][CH2:16][CH2:15][CH2:14][N:13]2[CH2:18][CH2:19][C@H:20]2[CH2:21][CH2:22][C@H:23]([NH:26][C:32](=[O:33])[C:31]3[CH:35]=[CH:36][C:28]([CH3:27])=[N:29][CH:30]=3)[CH2:24][CH2:25]2)=[CH:4]1 |f:0.1.2|. Reported procedure: The title compound, yellow solid (66 mg, 59%), MS (ISP) m/z=446.4 [(M+H)+], mp 203° C., was prepared in accordance with the general method of example 1 from trans-4-[2-(4-benzofuran-3-yl-piperidin-1-yl)-ethyl]-cyclohexylamine dihydrochloride (intermediate A) (100 mg, 0.25 mmol) and 6-methyl-nicotinic acid. The reactants are O.NN (Hydrazine hydrate), C(C)(=O)OC1=CC=C2C(C(=C(OC2=C1)N(C(C)=O)C(C)=O)C(=O)OCC)C=1C=NC2=CC=CC=C2C1 (Ethyl 7-(acetyloxy)-2-(diacetylamino)-4-quinolin-3-yl-4H-chromene-3-carboxylate), O.NN (hydrazine hydrate). Solvent: C(C)O (ethanol). Reaction conditions: time 1 hour. Yields the product C(C)(=O)NC=1OC2=CC(=CC=C2C(C1C(=O)OCC)C=1C=NC2=CC=CC=C2C1)O (Ethyl 2-(acetylamino)-7-hydroxy-4-quinolin-3-yl-4H-chromene-3-carboxylate). Yield: 29.2%. As a reaction SMILES: C([O:4][C:5]1[CH:14]=[C:13]2[C:8]([CH:9]([C:27]3[CH:28]=[N:29][C:30]4[C:35]([CH:36]=3)=[CH:34][CH:33]=[CH:32][CH:31]=4)[C:10]([C:22]([O:24][CH2:25][CH3:26])=[O:23])=[C:11]([N:15](C(=O)C)[C:16](=[O:18])[CH3:17])[O:12]2)=[CH:7][CH:6]=1)(=O)C.O.NN>C(O)C>[C:16]([NH:15][C:11]1[O:12][C:13]2[C:8]([CH:9]([C:27]3[CH:28]=[N:29][C:30]4[C:35]([CH:36]=3)=[CH:34][CH:33]=[CH:32][CH:31]=4)[C:10]=1[C:22]([O:24][CH2:25][CH3:26])=[O:23])=[CH:7][CH:6]=[C:5]([OH:4])[CH:14]=2)(=[O:18])[CH3:17] |f:1.2|. Procedure details: Ethyl 7-(acetyloxy)-2-(diacetylamino)-4-quinolin-3-yl-4H-chromene-3-carboxylate (268 mg, 0.55 mmol) was dissolved in absolute ethanol (1.7 mL). Hydrazine hydrate (35 μL, 0.72 mmol) was added and the mixture stirred at room temperature for 1 h. The reaction mixture was evaporated to dryness. 1H NMR analysis showed incomplete conversion of the starting material. The product was suspended in absolute ethanol (1.7 mL) and hydrazine hydrate (35 μL, 0.72 mmol) added. The mixture was stirred at room te... Yields the product C(C1=CC=CC=C1)OC1=C(C=O)C=CC=C1 (2-Benzyloxybenzaldehyde). Reported procedure: Sodium hydroxide (20.0 gms.; 0.5 mole) was dissolved in 150 ml H2O and salicylaldehyde (53.2 ml; 0.5 mole) dissolved in 200 ml acetone was added, followed by benzyl bromide (65.4 ml; 0.55 mole) dissolved in 200 ml acetone. The reaction mixture was refluxed for a period of 24 hours and allowed to cool. The acetone was evaporated in vacuum and the two phase residue extracted with 300 ml CH2Cl2. The CH2Cl2 layer was washed with 150 ml H2O and dried over anhydrous Na2SO4. The Na2SO4 was filtered off... Reactants: C(C1=CC=CC=C1)Br (benzyl bromide), C(C=1C(O)=CC=CC1)=O (salicylaldehyde), [OH-].[Na+] (Sodium hydroxide). RXN SMILES: [OH-].[Na+].[CH:3](=[O:11])[C:4]1[C:5](=[CH:7][CH:8]=[CH:9][CH:10]=1)[OH:6].[CH2:12](Br)[C:13]1[CH:18]=[CH:17][CH:16]=[CH:15][CH:14]=1>O.CC(C)=O>[CH2:12]([O:6][C:5]1[CH:7]=[CH:8][CH:9]=[CH:10][C:4]=1[CH:3]=[O:11])[C:13]1[CH:18]=[CH:17][CH:16]=[CH:15][CH:14]=1 |f:0.1|. Yield: 132.9%. The solvent is CC(=O)C (acetone), O (H2O), CC(=O)C (acetone).